Dataset: the Open Reaction Database (ORD), a public repository of structured organic reaction records. Task: describe an organic reaction: reactants, conditions, products, and yield Product: Cn1nccc1-c1cc(C(=O)NC(CN)CC2CCCCC2)sc1Cl. Starting materials: CO, Cn1nccc1-c1cc(C(=O)NC(CC2CCCCC2)CN2C(=O)c3ccccc3C2=O)sc1Cl, NN, C1CCOC1. RXN SMILES: [CH3:43][OH:44].[Cl:1][c:2]1[c:3](-[c:30]2[cH:31][cH:32][n:33][n:34]2[CH3:35])[cH:4][c:5]([C:7](=[O:8])[NH:9][CH:10]([CH2:11][CH:12]2[CH2:13][CH2:14][CH2:15][CH2:16][CH2:17]2)[CH2:18][N:19]2[C:20](=[O:21])[c:22]3[c:23]([cH:24][cH:25][cH:26][cH:27]3)[C:28]2=[O:29])[s:6]1.[NH2:36][NH2:37].[O:38]1[CH2:39][CH2:40][CH2:41][CH2:42]1>>[Cl:1][c:2]1[c:3](-[c:30]2[cH:31][cH:32][n:33][n:34]2[CH3:35])[cH:4][c:5]([C:7](=[O:8])[NH:9][CH:10]([CH2:11][CH:12]2[CH2:13][CH2:14][CH2:15][CH2:16][CH2:17]2)[CH2:18][NH2:19])[s:6]1. The reactants are C(C)OC(=O)C=1N=CC=2NC3=CC=CC(=C3C2C1COC)O (5-hydroxy-4-methoxymethyl-beta-carboline-3-carboxylic acid ethyl ester), [H][H] (hydrogen). Reagents/catalysts: [Ni] (Raney nickel). Run in C(C)O (ethanol). Run at time 6 hour. The product is C(C)OC(=O)C=1N=CC=2NC=3CCCC(C3C2C1COC)=O (4-methoxymethyl-5-oxo-5,6,7,8-tetrahydro-beta-carboline-3-carboxylic acid ethyl ester). Yield: 15.3%. Reaction SMILES: [CH2:1]([O:3][C:4]([C:6]1[N:7]=[CH:8][C:9]2[NH:10][C:11]3[C:16]([C:17]=2[C:18]=1[CH2:19][O:20][CH3:21])=[C:15]([OH:22])[CH:14]=[CH:13][CH:12]=3)=[O:5])[CH3:2].[H][H]>C(O)C.[Ni]>[CH2:1]([O:3][C:4]([C:6]1[N:7]=[CH:8][C:9]2[NH:10][C:11]3[CH2:12][CH2:13][CH2:14][C:15](=[O:22])[C:16]=3[C:17]=2[C:18]=1[CH2:19][O:20][CH3:21])=[O:5])[CH3:2]. Procedure details: 0.7 g of 5-hydroxy-4-methoxymethyl-beta-carboline-3-carboxylic acid ethyl ester is hydrogenated in 50 ml of ethanol with 0.5 g of Raney nickel at a hydrogen pressure of 80 bars and a temperature of 100° C. for 6 hours. After filtering off of the catalyst, the solvent is evaporated in a vacuum. The residue is chromatographed on silica gel with dichloromethane and ethanol=10+1. 0.108 g of 4-methoxymethyl-5-oxo-5,6,7,8-tetrahydro-beta-carboline-3-carboxylic acid ethyl ester with a melting point of ... The reactants are C(C(=O)Cl)(=O)Cl (oxalyl dichloride), ice water, C=C(C)C1=CC=C(C(=O)O)C=C1 (4-(prop-1-en-2-yl)benzoic acid), C(C)N1C=C(C=2C=NC(=CC21)N)C (1-ethyl-3-methyl-1H-pyrrolo[3,2-c]pyridin-6-amine). Solvent: ClCCl (dichloromethane), C1(=CC=CC=C1)C (toluene). Conditions: time 3 hour. Product: C(C)N1C=C(C=2C=NC(=CC21)NC(C2=CC=C(C=C2)C(=C)C)=O)C (N-(1-ethyl-3-methyl-1H-pyrrolo[3,2-c]pyridin-6-yl)-4-(prop-1-en-2-yl)benzamide). Yield: 81.8%. As a reaction SMILES: [CH2:1]=[C:2]([C:4]1[CH:12]=[CH:11][C:7]([C:8]([OH:10])=O)=[CH:6][CH:5]=1)[CH3:3].C(Cl)(=O)C(Cl)=O.[CH2:19]([N:21]1[C:29]2[CH:28]=[C:27]([NH2:30])[N:26]=[CH:25][C:24]=2[C:23]([CH3:31])=[CH:22]1)[CH3:20]>C1(C)C=CC=CC=1.ClCCl>[CH2:19]([N:21]1[C:29]2[CH:28]=[C:27]([NH:30][C:8](=[O:10])[C:7]3[CH:6]=[CH:5][C:4]([C:2]([CH3:3])=[CH2:1])=[CH:12][CH:11]=3)[N:26]=[CH:25][C:24]=2[C:23]([CH3:31])=[CH:22]1)[CH3:20]. Procedure: In a 50 ml round bottom flask, 4-(prop-1-en-2-yl)benzoic acid (1.0 g, 6.3 mmol) was dissolved in 15 ml toluene and 2.0 M oxalyl dichloride (6.3 ml, 13 mmol) in dichloromethane was added slowly. Stirring continued for 3 hours, and then volatiles were evaporated from the reaction mixture. To the residue was added 5 ml toluene and the mixture was concentrated in vacuo to azeotropically remove residual water. The residue was then dissolved in DMA (10 ml) and 1-ethyl-3-methyl-1H-pyrrolo[3,2-c]pyridin...